Task: describe an organic reaction: reactants, conditions, products, and yield. Dataset: the Open Reaction Database (ORD), a public repository of structured organic reaction records The reactants are C1(=CC=CC=C1)CCCN (3-phenylpropan-1-amine), C1N(CC=2C=NC=CC21)C(=O)NC2=CC=C(C=C2)N2CC(C2)C(=O)O (1-(4-(2,3-dihydro-1H-pyrrolo[3,4-c]pyridine-2-carboxamido)phenyl)azetidine-3-carboxylic acid), C1N(CC2=CC=CC=C12)C(=O)NC1=CC=C(C(=O)O)C=C1 (4-(isoindoline-2-carboxamido)benzoic acid). Product: C1(CCCC1)CNC(=O)C1CN(C1)C1=CC=C(C=C1)NC(=O)N1CC=2C=NC=CC2C1 (N-(4-{3-[(cyclopentylmethyl)carbamoyl]azetidin-1-yl}phenyl)-1,3-dihydro-2H-pyrrolo[3,4-c]pyridine-2-carboxamide). Reaction SMILES: [C:1]1([CH2:7][CH2:8][CH2:9][NH2:10])[CH:6]=[CH:5]C=CC=1.[CH2:11]1[C:19]2[CH:18]=[CH:17][N:16]=[CH:15][C:14]=2[CH2:13][N:12]1[C:20]([NH:22][C:23]1[CH:28]=[CH:27][C:26]([N:29]2[CH2:32][CH:31]([C:33](O)=[O:34])[CH2:30]2)=[CH:25][CH:24]=1)=[O:21].C1C2C(=CC=CC=2)CN1C(NC1C=CC(C(O)=O)=CC=1)=O>>[CH:8]1([CH2:9][NH:10][C:33]([CH:31]2[CH2:30][N:29]([C:26]3[CH:25]=[CH:24][C:23]([NH:22][C:20]([N:12]4[CH2:11][C:19]5[CH:18]=[CH:17][N:16]=[CH:15][C:14]=5[CH2:13]4)=[O:21])=[CH:28][CH:27]=3)[CH2:32]2)=[O:34])[CH2:5][CH2:6][CH2:1][CH2:7]1. Reported procedure: The title compound was prepared as described in Example 1C, substituting cyclopentylmethamine for 3-phenylpropan-1-amine and 1-(4-(2,3-dihydro-1H-pyrrolo[3,4-c]pyridine-2-carboxamido)phenyl)azetidine-3-carboxylic acid for 4-(isoindoline-2-carboxamido)benzoic acid. 1H NMR (300 MHz, DMSO-d6) δ ppm 8.59 (s, 1H), 8.49 (d, J=5.0 Hz, 1H), 8.13 (s, 1H), 7.96 (t, J=5.7 Hz, 1H), 7.42 (d, J=4.7 Hz, 1H), 7.34-7.27 (m, 2H), 6.41-6.33 (m, 2H), 4.81-4.72 (m, 4H), 3.94-3.85 (m, 2H), 3.77-3.68 (m, 2H), 3.50-3.3... The reactants are C1(CCCCC1)C=1OC(=C([N+]1[O-])C)C (2-cyclohexyl-4,5-dimethyl-oxazole 3-oxide), O=P(Cl)(Cl)Cl (POCl3). Run in C(Cl)Cl (CH2Cl2). The product is ClCC=1N=C(OC1C)C1CCCCC1 (4-Chloromethyl-2-cyclohexyl-5-methyl-oxazole). Reaction SMILES: [CH:1]1([C:7]2[O:8][C:9]([CH3:14])=[C:10]([CH3:13])[N+:11]=2[O-])[CH2:6][CH2:5][CH2:4][CH2:3][CH2:2]1.O=P(Cl)(Cl)[Cl:17]>C(Cl)Cl>[Cl:17][CH2:13][C:10]1[N:11]=[C:7]([CH:1]2[CH2:6][CH2:5][CH2:4][CH2:3][CH2:2]2)[O:8][C:9]=1[CH3:14]. Procedure details: 25.1 g of the above prepared 2-cyclohexyl-4,5-dimethyl-oxazole 3-oxide (˜88.8 mmol) was dissolved in 325 ml of CH2Cl2 and treated dropwise with 9.755 ml of POCl3 (1.2 eq.). The reaction mixture was refluxed over night and then quenched by carefully pouring onto crashed ice/3N NaOH. Separation of the layers, additional extraction of the aqueous phase with CH2Cl2, washing with Na2CO3 and water, drying of the combined organic phase over sodium sulfate, evaporation of the solvents, and, finally, fla... Starting materials: OC1=CC=C(C=C1)C(C)=O (p-Hydroxyacetophenone), C(CCCC)Br (n-pentyl bromide), CN(C=O)C (dimethylformamide), C([O-])([O-])=O.[K+].[K+] (potassium carbonate). Reaction conditions: time 3 hour. The solvent is CCCCCCC (n-heptane), O (water). RXN SMILES: [OH:1][C:2]1[CH:7]=[CH:6][C:5]([C:8](=[O:10])[CH3:9])=[CH:4][CH:3]=1.[CH2:11](Br)[CH2:12][CH2:13][CH2:14][CH3:15].CN(C)C=O.C(=O)([O-])[O-].[K+].[K+]>CCCCCCC.O>[CH2:11]([O:1][C:2]1[CH:7]=[CH:6][C:5]([C:8](=[O:10])[CH3:9])=[CH:4][CH:3]=1)[CH2:12][CH2:13][CH2:14][CH3:15] |f:3.4.5|. Procedure: p-Hydroxyacetophenone (40.0 g), n-pentyl bromide (48.8 g) and dimethylformamide (200 ml) were charged in 1-liter three-necked flask, and disintegrated potassium carbonate (48.7 g) was added thereto with stirring. The mixture was heated, and the reaction was carried out for 3 hours at the inner temperature of 65 to 70° C. After completion of the reaction, the mixture was cooled, water (360 ml) and n-heptane (360 ml) were added thereto and, after the mixture was stirred, it was separated to collec... The yield is 105.6%. Product: C(CCCC)OC1=CC=C(C=C1)C(C)=O (p-pentyloxyacetophenone). Reactants: CC(C)(C)O, C=CCC(CN(C)C(=O)c1cc(-n2cnnn2)ccc1OC)c1ccccc1, CC(C)=O, C[N+]1([O-])CCOCC1, CCOC(C)=O, [NH4+], C1CCOC1, [OH-], O, O, O=[Os](=O)(=O)=O. The product is COc1ccc(-n2cnnn2)cc1C(=O)N(C)CC(CC=O)c1ccccc1. Reaction SMILES: [C:30]([CH3:31])([CH3:32])([CH3:33])[OH:34].[CH3:1][N:2]([C:3]([c:4]1[c:5]([O:15][CH3:16])[cH:6][cH:7][c:8](-[n:10]2[n:11][n:12][n:13][cH:14]2)[cH:9]1)=[O:17])[CH2:18][CH:19]([CH2:20][CH:21]=[CH2:22])[c:23]1[cH:24][cH:25][cH:26][cH:27][cH:28]1.[CH3:35][C:36]([CH3:37])=[O:38].[CH3:39][N+:40]1([O-:46])[CH2:41][CH2:42][O:43][CH2:44][CH2:45]1.[CH3:49][CH2:50][O:51][C:52](=[O:53])[CH3:54].[NH4+:47].[O:61]1[CH2:62][CH2:63][CH2:64][CH2:65]1.[OH-:48].[OH2:29].[OH2:60].[Os:55](=[O:56])(=[O:57])(=[O:58])=[O:59]>>[CH3:1][N:2]([C:3]([c:4]1[c:5]([O:15][CH3:16])[cH:6][cH:7][c:8](-[n:10]2[n:11][n:12][n:13][cH:14]2)[cH:9]1)=[O:17])[CH2:18][CH:19]([CH2:20][CH:21]=[O:34])[c:23]1[cH:24][cH:25][cH:26][cH:27][cH:28]1. Starting materials: CO (methanol), ClC1=CC=C(C=O)C=C1 (4-chlorobenzaldehyde), C([O-])([O-])=O.[NH4+].[NH4+] (ammonium carbonate), [O-]C#N.[K+] (potassium cyanate). Run in O (water). Product: ClC1=CC=C(C=C1)C1C(NC(N1)=O)=O (5-(4-chlorophenyl)-imidazolidin-2,4-dione). As a reaction SMILES: [Cl:1][C:2]1[CH:9]=[CH:8][C:5]([CH:6]=O)=[CH:4][CH:3]=1.[C:10](=[O:13])([O-])[O-].[NH4+:14].[NH4+].[O-:16][C:17]#[N:18].[K+].CO>O>[Cl:1][C:2]1[CH:9]=[CH:8][C:5]([CH:6]2[NH:14][C:17](=[O:16])[NH:18][C:10]2=[O:13])=[CH:4][CH:3]=1 |f:1.2.3,4.5|. Procedure: 15.0 g (0.11 mol) of 4-chlorobenzaldehyde, 51.3 g (0.53 mol) of ammonium carbonate and 7.6 g (0.12 mol) of potassium cyanate are stirred in 150 ml water and 150 ml methanol for 18 hours at 55° C. The solvent is distilled off, the residue dissolved in water and extracted with ethyl acetate. The combined organic extracts are dried and concentrated by evaporation. Product: COC(=O)c1ccc(CN(CCC(C)C)c2nc(-c3ccc(C(F)(F)F)cc3)cs2)cc1. As a reaction SMILES: [Br:24][CH2:25][c:26]1[cH:27][cH:28][c:29]([C:30](=[O:31])[O:32][CH3:33])[cH:34][cH:35]1.[CH3:1][CH:2]([CH2:3][CH2:4][NH:5][c:6]1[s:7][cH:8][c:9](-[c:11]2[cH:12][cH:13][c:14]([C:17]([F:18])([F:19])[F:20])[cH:15][cH:16]2)[n:10]1)[CH3:21].[CH3:37][N:38]([CH3:39])[CH:40]=[O:41].[H-:22].[Na+:23].[OH2:36]>>[CH3:1][CH:2]([CH2:3][CH2:4][N:5]([c:6]1[s:7][cH:8][c:9](-[c:11]2[cH:12][cH:13][c:14]([C:17]([F:18])([F:19])[F:20])[cH:15][cH:16]2)[n:10]1)[CH2:25][c:26]1[cH:27][cH:28][c:29]([C:30](=[O:31])[O:32][CH3:33])[cH:34][cH:35]1)[CH3:21]. Starting materials: COC(=O)c1ccc(CBr)cc1, CC(C)CCNc1nc(-c2ccc(C(F)(F)F)cc2)cs1, CN(C)C=O, [H-], [Na+], O. Reactants: C1(CCCCC1)C(C1=C(C2=NC=CC=C2O1)C)NC1=CC=C(C=C1)C(=O)NCCC(=O)OCC (ethyl 3-{[(4-{[cyclohexyl(3-methylfuro[3,2-b]pyridin-2-yl)methyl]amino}phenyl)carbonyl]amino}propanoate), O1CCCC1 (tetrahydrofuran), [OH-].[Na+] (sodium hydroxide). Run in C(C)O (ethanol). Conditions: time 8 hour. The product is C1(CCCCC1)C(C1=C(C2=NC=CC=C2O1)C)NC1=CC=C(C=C1)C(=O)NCCC(=O)O (3-{[(4-{[cyclohexyl(3-methylfuro[3,2-b]pyridin-2-yl)methyl]amino}phenyl)carbonyl]amino}propanoic acid). The yield is 87.5%. RXN SMILES: [CH:1]1([CH:7]([NH:18][C:19]2[CH:24]=[CH:23][C:22]([C:25]([NH:27][CH2:28][CH2:29][C:30]([O:32]CC)=[O:31])=[O:26])=[CH:21][CH:20]=2)[C:8]2[O:16][C:15]3[C:10](=[N:11][CH:12]=[CH:13][CH:14]=3)[C:9]=2[CH3:17])[CH2:6][CH2:5][CH2:4][CH2:3][CH2:2]1.O1CCCC1.[OH-].[Na+]>C(O)C>[CH:1]1([CH:7]([NH:18][C:19]2[CH:20]=[CH:21][C:22]([C:25]([NH:27][CH2:28][CH2:29][C:30]([OH:32])=[O:31])=[O:26])=[CH:23][CH:24]=2)[C:8]2[O:16][C:15]3[C:10](=[N:11][CH:12]=[CH:13][CH:14]=3)[C:9]=2[CH3:17])[CH2:6][CH2:5][CH2:4][CH2:3][CH2:2]1 |f:2.3|. Procedure details: To a mixture of ethyl 3-{[(4-{[cyclohexyl(3-methylfuro[3,2-b]pyridin-2-yl)methyl]amino}phenyl)carbonyl]amino}propanoate (383 mg) synthesized above, tetrahydrofuran (5 mL) and ethanol (5 mL) was added 1N aqueous sodium hydroxide solution (2.00 mL), and the mixture was stirred overnight at room temperature, and concentrated under reduced pressure. The residue was dissolved in water (10 mL), and 1N hydrochloric acid (2.00 mL) was added at 0° C. The resulting precipitate was collected by filtration ... The reactants are CC(O[Si](C)(C)C(C)(C)C)C1C(=O)NC1C(C)C(=O)C(C)(C)O[Si](C)(C)C, O=C(O)C(=O)O, CO, O, O. Product: CC(O[Si](C)(C)C(C)(C)C)C1C(=O)NC1C(C)C(=O)C(C)(C)O. RXN SMILES: [C:1]([CH3:2])([CH3:3])([CH3:4])[Si:5]([O:6][CH:7]([CH3:8])[CH:9]1[C:10](=[O:25])[NH:11][CH:12]1[CH:13]([C:14]([C:15]([CH3:16])([O:17][Si:18]([CH3:19])([CH3:20])[CH3:21])[CH3:22])=[O:23])[CH3:24])([CH3:26])[CH3:27].[C:30]([OH:31])(=[O:32])[C:33]([OH:34])=[O:35].[CH3:36][OH:37].[OH2:28].[OH2:29]>>[C:1]([CH3:2])([CH3:3])([CH3:4])[Si:5]([O:6][CH:7]([CH3:8])[CH:9]1[C:10](=[O:25])[NH:11][CH:12]1[CH:13]([C:14]([C:15]([CH3:16])([OH:17])[CH3:22])=[O:23])[CH3:24])([CH3:26])[CH3:27].